This data is from the Open Reaction Database (ORD), a public repository of structured organic reaction records. The task is: describe an organic reaction: reactants, conditions, products, and yield Starting materials: C(CCCCCCC)NC(=S)NC(C)(C)C1=CC=CC=C1 (N-n-octyl-N'-(2-phenyl-2-propyl)-thiourea), C([O-])([O-])=O.[Pb+2] (lead carbonate). Solvent: C=1(C(=CC=CC1)C)C (xylene). Yields the product C(CCCCCCC)N=C=NC(C)(C)C1=CC=CC=C1 (N-n-octyl-N'-(2-phenyl-2-propyl)carbodiimide). Yield: 80.0%. RXN SMILES: [CH2:1]([NH:9][C:10]([NH:12][C:13]([C:16]1[CH:21]=[CH:20][CH:19]=[CH:18][CH:17]=1)([CH3:15])[CH3:14])=S)[CH2:2][CH2:3][CH2:4][CH2:5][CH2:6][CH2:7][CH3:8].C(=O)([O-])[O-].[Pb+2]>C1(C)C(C)=CC=CC=1>[CH2:1]([N:9]=[C:10]=[N:12][C:13]([C:16]1[CH:17]=[CH:18][CH:19]=[CH:20][CH:21]=1)([CH3:14])[CH3:15])[CH2:2][CH2:3][CH2:4][CH2:5][CH2:6][CH2:7][CH3:8] |f:1.2|. Reported procedure: A mixture of 14.2 grams of N-n-octyl-N'-(2-phenyl-2-propyl)-thiourea, 20 grams of basic lead carbonate and 100 ml of dry xylene was heated under reflux for 3 hours. The reaction liquid was then separated by filtration followed by concentration of the mother liquor, whereupon N-n-octyl-N'-(2-phenyl-2-propyl)carbodiimide of high purity was obtained. When this was distilled further, 10.1 grams of the intended product of b.p. 121°-3° C./0.15 mmHg was obtained as a pure product. Product: CCC(O)(C=Cc1ccc(C(CC)(CC)c2ccc(-c3ccc(CC(=O)OC)c(F)c3)c(C)c2)cc1C)CC. Reactants: O=C([O-])O, CC(=O)[O-], CC(=O)[O-], CCC(O)(C=Cc1ccc(C(CC)(CC)c2ccc(B3OC(C)(C)C(C)(C)O3)c(C)c2)cc1C)CC, Cc1ccccc1, COC(=O)Cc1ccc(Cl)cc1F, COc1cccc(OC)c1-c1ccccc1P(C1CCCCC1)C1CCCCC1, [K+], [K+], [K+], [Na+], O, O=P([O-])([O-])[O-], [Pd+2]. RXN SMILES: [C:87](=[O:88])([OH:89])[O-:90].[C:92]([O-:93])(=[O:94])[CH3:95].[C:97]([O-:98])(=[O:99])[CH3:100].[CH2:51]([CH3:52])[C:53]([CH:54]=[CH:55][c:56]1[c:57]([CH3:83])[cH:58][c:59]([C:62]([CH2:63][CH3:64])([c:65]2[cH:66][c:67]([CH3:80])[c:68]([B:71]3[O:72][C:73]([CH3:74])([CH3:75])[C:76]([CH3:77])([CH3:78])[O:79]3)[cH:69][cH:70]2)[CH2:81][CH3:82])[cH:60][cH:61]1)([CH2:84][CH3:85])[OH:86].[CH3:102][c:103]1[cH:104][cH:105][cH:106][cH:107][cH:108]1.[CH3:1][O:2][C:3]([CH2:4][c:5]1[c:6]([F:12])[cH:7][c:8]([Cl:11])[cH:9][cH:10]1)=[O:13].[CH:14]1([P:15]([CH:16]2[CH2:17][CH2:18][CH2:19][CH2:20][CH2:21]2)[c:22]2[cH:23][cH:24][cH:25][cH:26][c:27]2-[c:28]2[c:29]([O:30][CH3:31])[cH:32][cH:33][cH:34][c:35]2[O:36][CH3:37])[CH2:38][CH2:39][CH2:40][CH2:41][CH2:42]1.[K+:48].[K+:49].[K+:50].[Na+:91].[OH2:101].[P:43]([O-:44])([O-:45])([O-:46])=[O:47].[Pd+2:96]>>[CH3:1][O:2][C:3]([CH2:4][c:5]1[c:6]([F:12])[cH:7][c:8](-[c:68]2[c:67]([CH3:80])[cH:66][c:65]([C:62]([c:59]3[cH:58][c:57]([CH3:83])[c:56]([CH:55]=[CH:54][C:53]([CH2:51][CH3:52])([CH2:84][CH3:85])[OH:86])[cH:61][cH:60]3)([CH2:63][CH3:64])[CH2:81][CH3:82])[cH:70][cH:69]2)[cH:9][cH:10]1)=[O:13]. Reactants: NC1=C(C=CC=C1O)O (2-amino-benzene-1,3-diol), C(=O)(N1C=NC=C1)N1C=NC=C1 (1,1′-carbonyldiimidazole). The solvent is C1CCOC1 (THF). Product: OC1=CC=CC2=C1NC(O2)=O (4-Hydroxy-3H-benzooxazol-2-one). As a reaction SMILES: [NH2:1][C:2]1[C:7]([OH:8])=[CH:6][CH:5]=[CH:4][C:3]=1[OH:9].[C:10](N1C=CN=C1)(N1C=CN=C1)=[O:11]>C1COCC1>[OH:8][C:7]1[C:2]2[NH:1][C:10](=[O:11])[O:9][C:3]=2[CH:4]=[CH:5][CH:6]=1. Procedure: A mixture of 2-amino-benzene-1,3-diol (K-68, 2.03 g, 16.2 mmole) and 1,1′-carbonyldiimidazole (2.63 g, 16.2 mmole) in THF (200 ml) was refluxed over night. After removal of THF under vacuum, residue was dissolved in ethyl acetate and washed with diluted HCl aq., water, brine and dried over sodium sulfate. After removal of solvent, solid was washed with ether to give 1.9 g of compound K-72. 1H-NMR (500 MHz, DMSO-d6).